Dataset: the Open Reaction Database (ORD), a public repository of structured organic reaction records. Task: describe an organic reaction: reactants, conditions, products, and yield RXN SMILES: [C:1]([C:3]1[CH:8]=[CH:7][C:6]([CH2:9][OH:10])=[CH:5][CH:4]=1)#[CH:2].C(NC(C)C)(C)C.[Br:18][C:19]1[CH:24]=[CH:23][C:22](/[C:25](/[C:42]2[CH:47]=[CH:46][C:45](I)=[CH:44][CH:43]=2)=[CH:26]/[CH2:27][O:28][C:29]2[CH:40]=[CH:39][C:32]([O:33][CH2:34][C:35]([O:37][CH3:38])=[O:36])=[C:31]([CH3:41])[CH:30]=2)=[CH:21][CH:20]=1>O1CCCC1.Cl[Pd](Cl)([P](C1C=CC=CC=1)(C1C=CC=CC=1)C1C=CC=CC=1)[P](C1C=CC=CC=1)(C1C=CC=CC=1)C1C=CC=CC=1.[Cu]I>[Br:18][C:19]1[CH:20]=[CH:21][C:22](/[C:25](/[C:42]2[CH:43]=[CH:44][C:45]([C:2]#[C:1][C:3]3[CH:8]=[CH:7][C:6]([CH2:9][OH:10])=[CH:5][CH:4]=3)=[CH:46][CH:47]=2)=[CH:26]/[CH2:27][O:28][C:29]2[CH:40]=[CH:39][C:32]([O:33][CH2:34][C:35]([O:37][CH3:38])=[O:36])=[C:31]([CH3:41])[CH:30]=2)=[CH:23][CH:24]=1 |^1:56,75|. Yields the product BrC1=CC=C(C=C1)/C(=C/COC1=CC(=C(OCC(=O)OC)C=C1)C)/C1=CC=C(C=C1)C#CC1=CC=C(C=C1)CO (methyl (E)-[4-[3-(4-bromophenyl)-3-[4-[4-(hydroxymethyl)phenylethynyl]phenyl]allyloxy]-2-methylphenoxy]acetate). Starting materials: C(#C)C1=CC=C(C=C1)CO ((4-Ethynylphenyl)methanol), C(C)(C)NC(C)C (diisopropylamine), BrC1=CC=C(C=C1)/C(=C/COC1=CC(=C(OCC(=O)OC)C=C1)C)/C1=CC=C(C=C1)I (methyl (Z)-[4-[3-(4-bromophenyl)-3-(4-iodophenyl)allyloxy]-2-methylphenoxy]acetate). The solvent is O1CCCC1 (tetrahydrofuran). Procedure: (4-Ethynylphenyl)methanol (200 mg, 1.51 mmol) and diisopropylamine (360 mg, 3.56 mmol) were added to a solution of methyl (Z)-[4-[3-(4-bromophenyl)-3-(4-iodophenyl)allyloxy]-2-methylphenoxy]acetate (445 mg, 0.75 mmol) in anhydrous tetrahydrofuran (15 mL). The solution was degassed and bis(triphenylphosphine)palladium(II) dichloride (30 mg, 0.042 mmol) and copper(I) iodide (15 mg, 0.078 mmol) were added. The reaction solution was degassed again and then stirred under inert atmosphere at ambient t... Reagents/catalysts: Cl[Pd]([P](C1=CC=CC=C1)(C2=CC=CC=C2)C3=CC=CC=C3)([P](C4=CC=CC=C4)(C5=CC=CC=C5)C6=CC=CC=C6)Cl (bis(triphenylphosphine)palladium(II) dichloride), [Cu]I (copper(I) iodide).